This data is from the Open Reaction Database (ORD), a public repository of structured organic reaction records. The task is: describe an organic reaction: reactants, conditions, products, and yield Starting materials: S(=O)(=O)(OC1CCC(CC1)(C1=CC=C(C=C1)F)C1=CC=C(C=C1)F)C1=CC=C(C)C=C1 (4,4-bis(p-fluorophenyl)cyclohexyl tosylate), N1CCC(CC1)N1C(NC2=C1C=CC(=C2)Cl)=O (1-(4-piperidyl)-5-chloro-2-benzimidazolinone), C([O-])([O-])=O.[K+].[K+] (potassium carbonate), [I-].[K+] (potassium iodide). Run in CCOCC (ether), O (water), CN(C=O)C (dimethylformamide). Conditions: time 64 hour. Yields the product FC1=CC=C(C=C1)C1(CCC(CC1)N1CCC(CC1)N1C(NC2=C1C=CC(=C2)Cl)=O)C2=CC=C(C=C2)F (1-[1-(4,4-bis(p-fluorophenyl)cyclohexyl)-4-piperidyl]-5-chloro-2-benzimidazolinone). RXN SMILES: S(C1C=CC(C)=CC=1)(O[CH:5]1[CH2:10][CH2:9][C:8]([C:18]2[CH:23]=[CH:22][C:21]([F:24])=[CH:20][CH:19]=2)([C:11]2[CH:16]=[CH:15][C:14]([F:17])=[CH:13][CH:12]=2)[CH2:7][CH2:6]1)(=O)=O.[NH:32]1[CH2:37][CH2:36][CH:35]([N:38]2[C:42]3[CH:43]=[CH:44][C:45]([Cl:47])=[CH:46][C:41]=3[NH:40][C:39]2=[O:48])[CH2:34][CH2:33]1.C(=O)([O-])[O-].[K+].[K+].[I-].[K+]>CCOCC.O.CN(C)C=O>[F:17][C:14]1[CH:15]=[CH:16][C:11]([C:8]2([C:18]3[CH:19]=[CH:20][C:21]([F:24])=[CH:22][CH:23]=3)[CH2:7][CH2:6][CH:5]([N:32]3[CH2:33][CH2:34][CH:35]([N:38]4[C:42]5[CH:43]=[CH:44][C:45]([Cl:47])=[CH:46][C:41]=5[NH:40][C:39]4=[O:48])[CH2:36][CH2:37]3)[CH2:10][CH2:9]2)=[CH:12][CH:13]=1 |f:2.3.4,5.6|. Reported procedure: A mixture of 11 g of 4,4-bis(p-fluorophenyl)cyclohexyl tosylate, 6 g of 1-(4-piperidyl)-5-chloro-2-benzimidazolinone, 3.5 g of potassium carbonate, 4.1 g of potassium iodide and 80 ml of dimethylformamide is stirred at 70°-80° C for 64 hours. The reaction mixture is poured into water, ether is added to the separated semi-solid, and the whole is stirred for 30 minutes. The substance insoluble in water and ether is collected by filtration, washed with ether and dried. The obtained crystals are dis...